describe an organic reaction: reactants, conditions, products, and yield From a dataset of the Open Reaction Database (ORD), a public repository of structured organic reaction records. Starting materials: BrCC=1C=C2C=CC(N(C2=CC1)C)=O (6-bromomethyl-1,2-dihydro-1-methylquinolin-2-one), OC=1C=C(C=CC1)C1(CC(OCC1)(C)C)OC (4-(3-hydroxyphenyl)-4-methoxy-2,2-dimethyltetrahydropyran). Yields the product CN1C(C=CC2=CC(=CC=C12)COC=1C=C(C=CC1)C1(CC(OCC1)(C)C)OC)=O (4-[3-(1,2-dihydro-1-methyl-2-oxoquinolin-6-ylmethoxy)phenyl]-4-methoxy-2,2-dimethyltetrahydropyran). Isolated yield 83.0%. As a reaction SMILES: Br[CH2:2][C:3]1[CH:4]=[C:5]2[C:10](=[CH:11][CH:12]=1)[N:9]([CH3:13])[C:8](=[O:14])[CH:7]=[CH:6]2.[OH:15][C:16]1[CH:17]=[C:18]([C:22]2([O:30][CH3:31])[CH2:27][CH2:26][O:25][C:24]([CH3:29])([CH3:28])[CH2:23]2)[CH:19]=[CH:20][CH:21]=1>>[CH3:13][N:9]1[C:10]2[C:5](=[CH:4][C:3]([CH2:2][O:15][C:16]3[CH:17]=[C:18]([C:22]4([O:30][CH3:31])[CH2:27][CH2:26][O:25][C:24]([CH3:28])([CH3:29])[CH2:23]4)[CH:19]=[CH:20][CH:21]=3)=[CH:12][CH:11]=2)[CH:6]=[CH:7][C:8]1=[O:14]. Procedure details: Using the procedure described in Example 1, 6-bromomethyl-1,2-dihydro-1-methylquinolin-2-one was reacted with 4-(3-hydroxyphenyl)-4-methoxy-2,2-dimethyltetrahydropyran to give 4-[3-(1,2-dihydro-1-methyl-2-oxoquinolin-6-ylmethoxy)phenyl]-4-methoxy-2,2-dimethyltetrahydropyran in 83% yield. The reactants are Cl.ClCCN1CCOCC1 (4-(2-chloro-ethyl)-morpholine hydrochloride), [I-].[Na+] (sodium iodide). Solvent: CC(=O)C (acetone). Yields the product ICCN1CCOCC1 (4-(2-iodo-ethyl)-morpholine). Yield: 59.2%. As a reaction SMILES: Cl.Cl[CH2:3][CH2:4][N:5]1[CH2:10][CH2:9][O:8][CH2:7][CH2:6]1.[I-:11].[Na+]>CC(C)=O>[I:11][CH2:3][CH2:4][N:5]1[CH2:10][CH2:9][O:8][CH2:7][CH2:6]1 |f:0.1,2.3|. Procedure: A mixture of 4-(2-chloro-ethyl)-morpholine hydrochloride (5 g, 26.9 mmole), and sodium iodide (20 g, 134.4 mmole) in acetone (50 ml) was refluxed for 16 hours. After cooled to room temperature, the reaction was partitioned between CHCl3 and brine. The aqueous layer was extracted with CHCl3 (2×25 ml). The combined organic layers were washed with brine, and dried over anhydrous Mg2SO4. Removal of the solvent gave 4-(2-iodo-ethyl)-morpholine as a pale yellowish oil (3.84 g, 59%). Reactants: [OH-].[Na+] (sodium hydroxide), C(C=C)NC1=NC(=NC(=N1)NCC=C)Cl (2,4-bis-allylamino-6-chloro-1,3,5-triazine), CC1(NC(CC(C1)NCCCCCCNC1CC(NC(C1)(C)C)(C)C)(C)C)C (N,N'-bis-(2,2,6,6-tetramethylpiperid-4-yl)-hexamethylenediamine), hydrochlorides. The solvent is C=1(C(=CC=CC1)C)C (xylene). Reaction conditions: time 2.5 hour. Product: C(C=C)NC1=NC(=NC(=N1)NCC=C)N(CCCCCCN(C1CC(NC(C1)(C)C)(C)C)C1=NC(=NC(=N1)NCC=C)NCC=C)C1CC(NC(C1)(C)C)(C)C (N,N'-bis-[2,4-di-(allylamino)-1,3,5-triazin-6-yl]-N,N'-bis-(2,2,6,6-tetramethylpiperid-4-yl)-hexamethylenediamine). RXN SMILES: [CH2:1]([NH:4][C:5]1[N:10]=[C:9]([NH:11][CH2:12][CH:13]=[CH2:14])[N:8]=[C:7](Cl)[N:6]=1)[CH:2]=[CH2:3].[CH3:16][C:17]1([CH3:43])[CH2:22][CH:21]([NH:23][CH2:24][CH2:25][CH2:26][CH2:27][CH2:28][CH2:29][NH:30][CH:31]2[CH2:36][C:35]([CH3:38])([CH3:37])[NH:34][C:33]([CH3:40])([CH3:39])[CH2:32]2)[CH2:20][C:19]([CH3:42])([CH3:41])[NH:18]1.[OH-].[Na+]>C1(C)C(C)=CC=CC=1>[CH2:1]([NH:4][C:5]1[N:10]=[C:9]([NH:11][CH2:12][CH:13]=[CH2:14])[N:8]=[C:7]([N:23]([CH:21]2[CH2:22][C:17]([CH3:43])([CH3:16])[NH:18][C:19]([CH3:42])([CH3:41])[CH2:20]2)[CH2:24][CH2:25][CH2:26][CH2:27][CH2:28][CH2:29][N:30]([C:7]2[N:8]=[C:9]([NH:11][CH2:12][CH:13]=[CH2:14])[N:10]=[C:5]([NH:4][CH2:1][CH:2]=[CH2:3])[N:6]=2)[CH:31]2[CH2:32][C:33]([CH3:40])([CH3:39])[NH:34][C:35]([CH3:38])([CH3:37])[CH2:36]2)[N:6]=1)[CH:2]=[CH2:3] |f:2.3|. Procedure details: 46.5 g (0.206 mole) of 2,4-bis-allylamino-6-chloro-1,3,5-triazine and 39.5 g (0.1 mole) of N,N'-bis-(2,2,6,6-tetramethylpiperid-4-yl)-hexamethylenediamine are dissolved rapidly by stirring in 200 ml of xylene in an atmosphere of nitrogen, a clear solution being formed initially. A precipitate of the hydrochlorides begins to form after approx. 10-15 minutes. The mixture is stirred for a further 2.5 hours at reflux temperature. A total of 8.8 g (0.22 mole) of finely powdered solid sodium hydroxide... The reactants are C(C1=CC=CC=C1)N1N=C(C(=C1)CO)OCC1=CC(=C(C=C1)OCC=1N=C(OC1C)C1=CC=CC=C1)OC ([1-benzyl-3-({3-methoxy-4-[(5-methyl-2-phenyl-1,3-oxazol-4-yl)methoxy]benzyl}oxy)-1H-pyrazol-4-yl]methanol). Reagents/catalysts: [O-2].[O-2].[Mn+4] (manganese dioxide). Solvent: O1CCCC1 (tetrahydrofuran). Conditions: time 20 hour. Yields the product C(C1=CC=CC=C1)N1N=C(C(=C1)C=O)OCC1=CC(=C(C=C1)OCC=1N=C(OC1C)C1=CC=CC=C1)OC (1-benzyl-3-({3-methoxy-4-[(5-methyl-2-phenyl-1,3-oxazol-4-yl)methoxy]benzyl}oxy)-1H-pyrazole-4-carbaldehyde). Yield: 80.3%. Reaction SMILES: [CH2:1]([N:8]1[CH:12]=[C:11]([CH2:13][OH:14])[C:10]([O:15][CH2:16][C:17]2[CH:22]=[CH:21][C:20]([O:23][CH2:24][C:25]3[N:26]=[C:27]([C:31]4[CH:36]=[CH:35][CH:34]=[CH:33][CH:32]=4)[O:28][C:29]=3[CH3:30])=[C:19]([O:37][CH3:38])[CH:18]=2)=[N:9]1)[C:2]1[CH:7]=[CH:6][CH:5]=[CH:4][CH:3]=1>[O-2].[O-2].[Mn+4].O1CCCC1>[CH2:1]([N:8]1[CH:12]=[C:11]([CH:13]=[O:14])[C:10]([O:15][CH2:16][C:17]2[CH:22]=[CH:21][C:20]([O:23][CH2:24][C:25]3[N:26]=[C:27]([C:31]4[CH:36]=[CH:35][CH:34]=[CH:33][CH:32]=4)[O:28][C:29]=3[CH3:30])=[C:19]([O:37][CH3:38])[CH:18]=2)=[N:9]1)[C:2]1[CH:7]=[CH:6][CH:5]=[CH:4][CH:3]=1 |f:1.2.3|. Reported procedure: A mixture of [1-benzyl-3-({3-methoxy-4-[(5-methyl-2-phenyl-1,3-oxazol-4-yl)methoxy]benzyl}oxy)-1H-pyrazol-4-yl]methanol (0.30 g), activated manganese dioxide (1.00 g) and tetrahydrofuran (50 mL) was stirred at room temperature for 20 hrs. Manganese dioxide was removed by filtration, and the filtrate was concentrated. The obtained crystals were collected by filtration to give 1-benzyl-3-({3-methoxy-4-[(5-methyl-2-phenyl-1,3-oxazol-4-yl)methoxy]benzyl}oxy)-1H-pyrazole-4-carbaldehyde (0.24 g, yield... Reactants: C(C)(=O)O[C@H](C(=O)NC1=C(NC2=CC(=CC=C12)Cl)C(=O)C1=NC=CC(=C1)Cl)C (3-[(S)-2-acetoxypropionylamino]-6-chloro-2-(4-chloropyridine-2-carbonyl)indole), C([O-])([O-])=O.[K+].[K+] (potassium carbonate). Solvent: CS(=O)C (DMSO), C(C)OCC (diethyl ether), O (water). Run at time 30 hour. Yields the product ClC1=CC=C2C(=C(NC2=C1)C(=O)C1=NC=CC(=C1)Cl)NC([C@H](C)O)=O (6-Chloro-2-(4-chloropyridine-2-carbonyl)-3-[[(s)-2-hydroxypropionyl]amino]indole). The yield is 74.7%. Reaction SMILES: C([O:4][C@@H:5]([CH3:28])[C:6]([NH:8][C:9]1[C:17]2[C:12](=[CH:13][C:14]([Cl:18])=[CH:15][CH:16]=2)[NH:11][C:10]=1[C:19]([C:21]1[CH:26]=[C:25]([Cl:27])[CH:24]=[CH:23][N:22]=1)=[O:20])=[O:7])(=O)C.C(=O)([O-])[O-].[K+].[K+]>CS(C)=O.O.C(OCC)C>[Cl:18][C:14]1[CH:13]=[C:12]2[C:17]([C:9]([NH:8][C:6](=[O:7])[C@@H:5]([OH:4])[CH3:28])=[C:10]([C:19]([C:21]3[CH:26]=[C:25]([Cl:27])[CH:24]=[CH:23][N:22]=3)=[O:20])[NH:11]2)=[CH:16][CH:15]=1 |f:1.2.3|. Procedure details: To a suspension of 3-[(S)-2-acetoxypropionylamino]-6-chloro-2-(4-chloropyridine-2-carbonyl)indole (Example 362, 316.7 mg, 0.7536 mmol) in DMSO (10 ml) was added potassium carbonate (104.2 mg, 0.7536 mmol) in water (1 ml) at room temperature. After stirring for 30 h, the mixture was diluted with diethyl ether (200 ml), and then washed with water (50 ml×3), brine (50 ml), and dried (MgSO4). Removal of solvent gave a crystalline residue, which was recrystallized from ethyl acetate to afford 213.0 m... Reactants: C(C1=CC=CC=C1)N (monobenzylamine), C(C1=CC=CC=C1)OC(=O)N(C)CC(=O)N[C@@H](C)C(=O)N[C@@H](C)P(O)(O)=O ((1R)-1-[(N-benzyloxycarbonyl-sarcosyl-L-alanyl)amino]-ethylphosphonic acid). The product is N(C)CC(=O)N[C@@H](C)C(=O)N[C@@H](C)P(O)(O)=O ((1R)-1-(N-sarcosyl-L-alanylamino)-ethylphosphonic acid). RXN SMILES: C(N)C1C=CC=CC=1.C(O[C:17]([N:19]([CH2:21][C:22]([NH:24][C@H:25]([C:27]([NH:29][C@H:30]([P:32](=[O:35])([OH:34])[OH:33])[CH3:31])=[O:28])[CH3:26])=[O:23])C)=O)C1C=CC=CC=1>>[NH:19]([CH2:21][C:22]([NH:24][C@H:25]([C:27]([NH:29][C@H:30]([P:32](=[O:33])([OH:35])[OH:34])[CH3:31])=[O:28])[CH3:26])=[O:23])[CH3:17]. Reported procedure: In a manner analogous to that described in Example 1(B)(ii), from the monobenzylamine salt of (1R)-1-[(N-benzyloxycarbonyl-sarcosyl-L-alanyl)amino]-ethylphosphonic acid there was obtained (1R)-1-(N-sarcosyl-L-alanylamino)-ethylphosphonic acid of melting point 245°-246° C. (decomposition); [α]D20 =-84.2°; [α]36520 =-312° (c=0.5% in water). Reactants: N1(CCC1)C(=O)C1CCN(CC1)C1CN(C1)CC[C@H](CN(C(C1=CC(=CC(=C1)C(F)(F)F)Br)=O)C)C1=CC=C(C=C1)F (N-[(2S)-4-{3-[4-(Azetidin-1-ylcarbonyl)piperidin-1-yl]azetidin-1-yl}-2-(4-fluorophenyl)butyl]-3-bromo-N-methyl-5-(trifluoromethyl)benzamide), N1CC(C1)N1CCC(CC1)C(=O)N(C)C (1-azetidin-3-yl-N,N-dimethylpiperidine-4-carboxamide), C(C)(=O)O (acetic acid), (polystyrylmethyl)trimethylammonium cyanoborohydride. Run in CO (methanol). Run at time 6 hour. Yields the product C(=O)O.C(=O)O.BrC=1C=C(C(=O)N(C[C@@H](CCN2CC(C2)N2CCC(CC2)C(=O)N(C)C)C2=CC=C(C=C2)F)C)C=C(C1)C(F)(F)F (1-{1-[(3S)-4-[[3-Bromo-5-(trifluoromethyl)benzoyl](methyl)amino]-3-(4-fluorophenyl)butyl]azetidin-3-yl}-N,N-dimethylpiperidine-4-carboxamide diformate). Isolated yield 77.0%. As a reaction SMILES: [N:1]1([C:5]([CH:7]2[CH2:12][CH2:11][N:10]([CH:13]3[CH2:16][N:15]([CH2:17][CH2:18][C@@H:19]([C:36]4[CH:41]=[CH:40][C:39]([F:42])=[CH:38][CH:37]=4)[CH2:20][N:21]([CH3:35])[C:22](=[O:34])[C:23]4[CH:28]=[C:27]([C:29]([F:32])([F:31])[F:30])[CH:26]=[C:25]([Br:33])[CH:24]=4)[CH2:14]3)[CH2:9][CH2:8]2)=[O:6])[CH2:4]C[CH2:2]1.N1CC(N2CCC(C(N(C)C)=O)CC2)C1.[C:58]([OH:61])(=[O:60])C>CO>[CH:58]([OH:61])=[O:60].[CH:58]([OH:61])=[O:60].[Br:33][C:25]1[CH:24]=[C:23]([CH:28]=[C:27]([C:29]([F:31])([F:30])[F:32])[CH:26]=1)[C:22]([N:21]([CH3:35])[CH2:20][C@H:19]([C:36]1[CH:37]=[CH:38][C:39]([F:42])=[CH:40][CH:41]=1)[CH2:18][CH2:17][N:15]1[CH2:14][CH:13]([N:10]2[CH2:11][CH2:12][CH:7]([C:5]([N:1]([CH3:2])[CH3:4])=[O:6])[CH2:8][CH2:9]2)[CH2:16]1)=[O:34] |f:4.5.6|. Reported procedure: A mixture of 3-bromo-N-[(2S)-2-(4-fluorophenyl)-4-oxobutyl]-N-methyl-5-(trifluoromethyl)benzamide (see method 1; 0.178 g, 0.40 mmol), 1-azetidin-3-yl-N,N-dimethylpiperidine-4-carboxamide (see method 3; 0.084 g, 0.40 mmol), acetic acid (0.3 mL), (polystyrylmethyl)trimethylammonium cyanoborohydride (0.098 g, 0.52 mmol) and methanol was stirred at RT for 6 h. The resin was filtered off and washed with methanol. The solvent of the filtrate was removed by evaporation and the product was purified by r...